Task: describe an organic reaction: reactants, conditions, products, and yield. Dataset: the Open Reaction Database (ORD), a public repository of structured organic reaction records Reactants: FC1=CC=C(C=C1)C1=C(C=CC=C1)NC#N (4'-fluoro-2-biphenylylcyanamide), OC1CCNCC1 (4-hydroxypiperidine). The solvent is C(C)O (ethanol). Yields the product FC1=CC=C(C=C1)C1=C(C=CC=C1)NC(=N)N1CCC(CC1)O (N-(4'-fluoro-2-biphenylyl)-4-hydroxypiperidine-1-carboxamidine). RXN SMILES: [F:1][C:2]1[CH:7]=[CH:6][C:5]([C:8]2[CH:13]=[CH:12][CH:11]=[CH:10][C:9]=2[NH:14][C:15]#[N:16])=[CH:4][CH:3]=1.[OH:17][CH:18]1[CH2:23][CH2:22][NH:21][CH2:20][CH2:19]1>C(O)C>[F:1][C:2]1[CH:3]=[CH:4][C:5]([C:8]2[CH:13]=[CH:12][CH:11]=[CH:10][C:9]=2[NH:14][C:15]([N:21]2[CH2:22][CH2:23][CH:18]([OH:17])[CH2:19][CH2:20]2)=[NH:16])=[CH:6][CH:7]=1. Procedure details: A mixture of 4'-fluoro-2-biphenylylcyanamide (1 g) and 4-hydroxypiperidine (0.6 g) in ethanol (10 ml) was heated at 90°-95° C. for 3 hours to give N-(4'-fluoro-2-biphenylyl)-4-hydroxypiperidine-1-carboxamidine as a colourless solid (m.p. 132°-133° C.) which was recrystallised from ethylacetate. The reactants are CC1=NC2=CC=CC=C2C(N1C1=CC=C(C=C1)OC1CCNCC1)=O (2-methyl-3-{4-(4-piperidinyloxy-)phenyl}-4(3H)-quinazolinone), C1(CCC1)=O (cyclobutanone). Run in CO (methanol), [Cl-].[Zn+2].[Cl-] (zinc(II) chloride), C(#N)[BH3-].[Na+] (sodium cyanoborohydride). Product: C1(CCC1)N1CCC(CC1)OC1=CC=C(C=C1)N1C(=NC2=CC=CC=C2C1=O)C (3-{4-[(1-cyclobutyl-4-piperidinyl)oxy]phenyl}-2-methyl-4(3H)-quinazolinone). The yield is 38.5%. RXN SMILES: [CH3:1][C:2]1[N:11]([C:12]2[CH:17]=[CH:16][C:15]([O:18][CH:19]3[CH2:24][CH2:23][NH:22][CH2:21][CH2:20]3)=[CH:14][CH:13]=2)[C:10](=[O:25])[C:9]2[C:4](=[CH:5][CH:6]=[CH:7][CH:8]=2)[N:3]=1.[C:26]1(=O)[CH2:29][CH2:28][CH2:27]1>CO.[Cl-].[Zn+2].[Cl-].C([BH3-])#N.[Na+]>[CH:26]1([N:22]2[CH2:23][CH2:24][CH:19]([O:18][C:15]3[CH:14]=[CH:13][C:12]([N:11]4[C:10](=[O:25])[C:9]5[C:4](=[CH:5][CH:6]=[CH:7][CH:8]=5)[N:3]=[C:2]4[CH3:1])=[CH:17][CH:16]=3)[CH2:20][CH2:21]2)[CH2:29][CH2:28][CH2:27]1 |f:3.4.5,6.7|. Reported procedure: 2-methyl-3-{4-(4-piperidinyloxy-)phenyl}-4(3H)-quinazolinone (370 mg, 1.10 mmol) and cyclobutanone (155 mg, 2.20 mmol) were dissolved in a 0.5M methanol solution (6 mL) of zinc(II) chloride and sodium cyanoborohydride, and stirred at room temperature for 1 Hour. The solvent was distilled off under reduced pressure, ethyl acetate and distilled water were added, the mixture was extracted with ethyl acetate, and the organic phase washed with distilled water. After drying with anhydrous sodium sulfa... Starting materials: NC=1SC2=C(N1)C=CC(=C2)CC(=O)OCC (ethyl 2-aminobenzothiazole-6-acetate), C(C#C)(=O)OC (methyl propiolate). Solvent: C(C)O (ethanol). Product: O=C1N=C2SC3=C(N2C=C1)C=CC(=C3)CC(=O)OCC (ethyl 2-oxo-2H-pyrimido[2,1-b]benzothiazole-8-acetate). Yield: 47.2%. Reaction SMILES: [NH2:1][C:2]1[S:3][C:4]2[CH:10]=[C:9]([CH2:11][C:12]([O:14][CH2:15][CH3:16])=[O:13])[CH:8]=[CH:7][C:5]=2[N:6]=1.[C:17](OC)(=[O:20])[C:18]#[CH:19]>C(O)C>[O:20]=[C:17]1[CH:18]=[CH:19][N:6]2[C:2]([S:3][C:4]3[CH:10]=[C:9]([CH2:11][C:12]([O:14][CH2:15][CH3:16])=[O:13])[CH:8]=[CH:7][C:5]=32)=[N:1]1. Reported procedure: A stirred mixture of 5 g of ethyl 2-aminobenzothiazole-6-acetate [prepared according to Sawhney et al., Ind J. Chem., Vol. 16B p. 605 (1978)], 1.95 g of methyl propiolate and 30 ml of ethanol was heated under reflux for 2 hours and the mixture was allowed to cool. The crude product was collected and then recrystallized from n-butyl alcohol to obtain 2.88 g of ethyl 2-oxo-2H-pyrimido[2,1-b]benzothiazole-8-acetate as yellow needles (48% yield).